describe an organic reaction: reactants, conditions, products, and yield From a dataset of the Open Reaction Database (ORD), a public repository of structured organic reaction records. As a reaction SMILES: [N+:1]([C:4]1[CH:9]=[CH:8][CH:7]=[C:6]([NH2:10])[C:5]=1[NH2:11])([O-:3])=[O:2].[CH:12](=O)[CH2:13][CH2:14][CH3:15].[NH4+].[OH-]>O=P(Cl)(Cl)Cl>[N+:1]([C:4]1[C:5]2[N:11]=[C:12]([CH2:13][CH2:14][CH3:15])[NH:10][C:6]=2[CH:7]=[CH:8][CH:9]=1)([O-:3])=[O:2] |f:2.3|. Isolated yield 87.2%. Run in O=P(Cl)(Cl)Cl (POCl3). Yields the product [N+](=O)([O-])C1=CC=CC=2NC(=NC21)CCC (4-Nitro-2-propyl-1H-benzoimidazole). The reactants are [N+](=O)([O-])C1=C(C(=CC=C1)N)N (3-Nitro-benzene-1,2-diamine), C(CCC)=O (butyraldehyde), [NH4+].[OH-] (NH4OH). Procedure: 3-Nitro-benzene-1,2-diamine (1.0 g, 6.54 mmol) and butyraldehyde (630 μL, 7.19 mmol) were stirred in POCl3 (10 mL) at 85° C. for 3 hours. The reaction was cooled to ambient temperature and poured over ice. The resulting mixture was basified with NH4OH. The precipitate was filtered and washed with ice water to give 1.17 g of the sub-title compound that was used without further purification. The reactants are BrC1=NC(=CC(=C1)C)Br (2,6-dibromo-4-methylpyridine), FC(C1=NNC=C1)(F)F (3-trifluoromethyl-1H-pyrazole), C([O-])([O-])=O.[K+].[K+] (potassium carbonate). Solvent: CN(C=O)C (N,N-dimethylformamide). Run at temperature 90 celsius. The product is BrC1=NC(=CC(=C1)C)N1N=C(C=C1)C(F)(F)F (2-bromo-4-methyl-6-(3-trifluoromethyl-1H-pyrazol-1-yl)-pyridine). RXN SMILES: Br[C:2]1[CH:7]=[C:6]([CH3:8])[CH:5]=[C:4]([Br:9])[N:3]=1.[F:10][C:11]([F:18])([F:17])[C:12]1[CH:16]=[CH:15][NH:14][N:13]=1.C(=O)([O-])[O-].[K+].[K+]>CN(C)C=O>[Br:9][C:4]1[CH:5]=[C:6]([CH3:8])[CH:7]=[C:2]([N:14]2[CH:15]=[CH:16][C:12]([C:11]([F:18])([F:17])[F:10])=[N:13]2)[N:3]=1 |f:2.3.4|. Procedure: A mixture of 2,6-dibromo-4-methylpyridine (33 mmol, obtained according to the method disclosed by WO 94/22833), 3-trifluoromethyl-1H-pyrazole (21 mmol), potassium carbonate (45 mmol) and N,N-dimethylformamide ((50 mL) is heated at 90° C. for 4 hours. The reaction mixture is partitioned between ethyl acetate ands water. The separated organic phase is washed with brine, dried over sodium sulfate and evaporated in vacuo to provide an oily residue which is purified by flash chromatography. To yield ... The reactants are COCCn1ccc(=O)c(OCc2ccccc2)c1C, CC(C)O, Cl. The product is Cl, COCCn1ccc(=O)c(O)c1C. RXN SMILES: [CH2:1]([c:2]1[cH:3][cH:4][cH:5][cH:6][cH:7]1)[O:8][c:9]1[c:10]([CH3:20])[n:11]([CH2:16][CH2:17][O:18][CH3:19])[cH:12][cH:13][c:14]1=[O:15].[CH:22]([OH:23])([CH3:24])[CH3:25].[ClH:21]>>[ClH:21].[OH:8][c:9]1[c:10]([CH3:20])[n:11]([CH2:16][CH2:17][O:18][CH3:19])[cH:12][cH:13][c:14]1=[O:15]. Starting materials: N(=[N+]=[N-])CC=C1CCN(CC1)C([C@@](C1=CC=CC=C1)(O)[C@H]1CC(CC1)(F)F)=O (4-(2-azidoethylidene)-1-{(2R)-2-((1R)-3,3-difluorocyclopentyl)-2-hydroxy-2-phenylacetyl}piperidine), C1(=CC=CC=C1)P(C1=CC=CC=C1)C1=CC=CC=C1 (triphenylphosphine). Run in O1CCCC1 (tetrahydrofuran). The product is NCC=C1CCN(CC1)C([C@@](C1=CC=CC=C1)(O)[C@H]1CC(CC1)(F)F)=O (4-(2-Aminoethylidene)-1-{(2R)-2-((1R)-3,3-difluorocyclopentyl)-2-hydroxy-2-phenylacetyl}piperidine). Yield: 89.3%. As a reaction SMILES: [N:1]([CH2:4][CH:5]=[C:6]1[CH2:11][CH2:10][N:9]([C:12](=[O:28])[C@:13]([C@@H:21]2[CH2:25][CH2:24][C:23]([F:27])([F:26])[CH2:22]2)([OH:20])[C:14]2[CH:19]=[CH:18][CH:17]=[CH:16][CH:15]=2)[CH2:8][CH2:7]1)=[N+]=[N-].C1(P(C2C=CC=CC=2)C2C=CC=CC=2)C=CC=CC=1>O1CCCC1>[NH2:1][CH2:4][CH:5]=[C:6]1[CH2:7][CH2:8][N:9]([C:12](=[O:28])[C@:13]([C@@H:21]2[CH2:25][CH2:24][C:23]([F:26])([F:27])[CH2:22]2)([OH:20])[C:14]2[CH:19]=[CH:18][CH:17]=[CH:16][CH:15]=2)[CH2:10][CH2:11]1. Procedure: To a solution of 18 mg of 4-(2-azidoethylidene)-1-{(2R)-2-((1R)-3,3-difluorocyclopentyl)-2-hydroxy-2-phenylacetyl}piperidine in 2.2 ml of 10% aqueous tetrahydrofuran, 15 mg of triphenylphosphine was added at room temperature, followed by reflux for 15 hours under heating. The solvent was distilled off under reduced pressure, and 15 mg of the title compound was obtained as a colorless oily substance by purifying the resulting residue by preparative thin-layer chromatography [Kieselgel™60F654, Art... Starting materials: BrC1=CSC2=C1N=CN=C2NC(C)C (7-bromo-N-isopropylthieno[3,2-d]pyrimidin-4-amine), N1(CCCC1)CCCN (3-(pyrrolidin-1-yl)propan-1-amine). The product is BrC1=CSC2=C1N=CN=C2NCCCN2CCCC2 (7-bromo-N-(3-(pyrrolidin-1-yl)propyl)thieno[3,2-d]pyrimidin-4-amine). RXN SMILES: [Br:1][C:2]1[C:6]2[N:7]=[CH:8][N:9]=[C:10]([NH:11][CH:12]([CH3:14])C)[C:5]=2[S:4][CH:3]=1.[N:15]1([CH2:20]CCN)[CH2:19][CH2:18][CH2:17][CH2:16]1>>[Br:1][C:2]1[C:6]2[N:7]=[CH:8][N:9]=[C:10]([NH:11][CH2:12][CH2:14][CH2:20][N:15]3[CH2:19][CH2:18][CH2:17][CH2:16]3)[C:5]=2[S:4][CH:3]=1. Procedure: Compound 78A was prepared in a similar manner to the synthesis of compound 69A by substituting propan-2-amine with 3-(pyrrolidin-1-yl)propan-1-amine: APCI (+)LC/MS: 342 (M+H)+. Reactants: Cc1ccccc1, CC(=O)O, CCOC(C)=O, [Na+], O, O=C([O-])C1OC1c1ccc(COc2ccccn2)cc1. Yields the product O=CCc1ccc(COc2ccccn2)cc1. RXN SMILES: [CH3:22][c:23]1[cH:24][cH:25][cH:26][cH:27][cH:28]1.[CH3:30][C:31](=[O:32])[OH:33].[CH3:34][CH2:35][O:36][C:37](=[O:38])[CH3:39].[Na+:21].[OH2:29].[n:1]1[c:2]([O:7][CH2:8][c:9]2[cH:10][cH:11][c:12]([CH:15]3[CH:16]([C:18]([O-:19])=[O:20])[O:17]3)[cH:13][cH:14]2)[cH:3][cH:4][cH:5][cH:6]1>>[n:1]1[c:2]([O:7][CH2:8][c:9]2[cH:10][cH:11][c:12]([CH2:15][CH:16]=[O:17])[cH:13][cH:14]2)[cH:3][cH:4][cH:5][cH:6]1. RXN SMILES: [B:24]([Br:25])([Br:26])[Br:27].[CH2:28]([Cl:29])[Cl:30].[CH3:1][O:2][c:3]1[cH:4][cH:5][c:6](-[c:9]2[c:10]3[n:11]([n:12][c:13]2-[c:14]2[n:15][c:16]([CH3:20])[cH:17][cH:18][cH:19]2)[CH2:21][CH2:22][CH2:23]3)[cH:7][cH:8]1>>[OH:2][c:3]1[cH:4][cH:5][c:6](-[c:9]2[c:10]3[n:11]([n:12][c:13]2-[c:14]2[n:15][c:16]([CH3:20])[cH:17][cH:18][cH:19]2)[CH2:21][CH2:22][CH2:23]3)[cH:7][cH:8]1. Starting materials: BrB(Br)Br, ClCCl, COc1ccc(-c2c(-c3cccc(C)n3)nn3c2CCC3)cc1. The product is Cc1cccc(-c2nn3c(c2-c2ccc(O)cc2)CCC3)n1. Starting materials: ice, Cl.Cl.ClC1=CC=C(CN(C(=N)NCC2=CC=C(C=C2)Cl)CCCCN2CCCC2)C=C1 (N,N′-Bis-(4-Chlorobenyl)-N-(4-pyrrolidin-1-yl-butyl)-guanidine bis-hydrochloride), CN(C)C=O (DMF), BrCCCCCBr (1,5-dibromopentane), [H-].[Na+] (sodium hydride). Reaction conditions: time 30 minute. Yields the product Cl.Cl.ClC1=CC=C(CN(C(=N)N)CCCCCN2CCCC2)C=C1 (N-(4-Chlorobenzyl)-N-(5-pyrrolidin-1-yl-pentyl)-guanidine bis-hydrochloride). RXN SMILES: [ClH:1].Cl.[Cl:3][C:4]1[CH:31]=[CH:30][C:7]([CH2:8][N:9]([CH2:21][CH2:22][CH2:23][CH2:24]N2CCCC2)[C:10]([NH:12]CC2C=CC(Cl)=CC=2)=[NH:11])=[CH:6][CH:5]=1.[H-].[Na+].Br[CH2:35][CH2:36][CH2:37][CH2:38]CBr.[CH3:41][N:42](C=O)C>>[ClH:3].[ClH:1].[Cl:3][C:4]1[CH:5]=[CH:6][C:7]([CH2:8][N:9]([CH2:21][CH2:22][CH2:23][CH2:24][CH2:41][N:42]2[CH2:38][CH2:37][CH2:36][CH2:35]2)[C:10]([NH2:12])=[NH:11])=[CH:30][CH:31]=1 |f:0.1.2,3.4,7.8.9|. Reported procedure: To an ice-cooled stirred solution of the product from Example 52 step a (725 mg, 3.00 mmol) in DMF (9 ml) was added, in a single portion, sodium hydride (60% dispersion in mineral oil, 144 mg, 3.60 mmol). The coolant was removed and the suspension was stirred at ambient temperature for 30 minutes. The suspension was cooled in ice and 1,5-dibromopentane (1.23 ml, 9.03 mmol) was added in three portions. The coolant was removed and the reaction mixture was stirred at ambient temperature for 18 h. T...